Dataset: the Open Reaction Database (ORD), a public repository of structured organic reaction records. Task: describe an organic reaction: reactants, conditions, products, and yield The reactants are ClC1=CC(=C(C=N1)N)C=1C(=NC=C(C1)C1=CC(=C(C(=C1)OC)CN1CCCCC1)OC)F (6′-chloro-5-(3,5-dimethoxy-4-piperidin-1-ylmethylphenyl)-2-fluoro-[3,4]bipyridinyl-3′-ylamine), CN1N=CC(=C1)B1OC(C(O1)(C)C)(C)C (1-methyl-4-(4,4,5,5-tetramethyl-1,3,2-dioxaborolan-2-yl)-1H-pyrazole), 1,1′-[bis(diphenylphosphino)ferrocene]dichloropalladium(II). The solvent is [F-].[K+] (potassium fluoride), C(C)#N (acetonitrile), C(C)(=O)OCC (ethyl acetate). Reaction conditions: temperature 100 celsius. Product: COC=1C=C(C=C(C1CN1CCCCC1)OC)C=1C=C(C(=NC1)F)C1=C(C=NC(=C1)C=1C=NN(C1)C)N (5-(3,5-Dimethoxy-4-piperidin-1-ylmethylphenyl)-2-fluoro-6′-(1-methyl-1H-pyrazol-4-yl)-[3,4]bipyridinyl-3′-ylamine). The yield is 70.2%. RXN SMILES: Cl[C:2]1[N:7]=[CH:6][C:5]([NH2:8])=[C:4]([C:9]2[C:10]([F:32])=[N:11][CH:12]=[C:13]([C:15]3[CH:20]=[C:19]([O:21][CH3:22])[C:18]([CH2:23][N:24]4[CH2:29][CH2:28][CH2:27][CH2:26][CH2:25]4)=[C:17]([O:30][CH3:31])[CH:16]=3)[CH:14]=2)[CH:3]=1.[CH3:33][N:34]1[CH:38]=[C:37](B2OC(C)(C)C(C)(C)O2)[CH:36]=[N:35]1>[F-].[K+].C(#N)C.C(OCC)(=O)C>[CH3:31][O:30][C:17]1[CH:16]=[C:15]([C:13]2[CH:14]=[C:9]([C:4]3[CH:3]=[C:2]([C:37]4[CH:36]=[N:35][N:34]([CH3:33])[CH:38]=4)[N:7]=[CH:6][C:5]=3[NH2:8])[C:10]([F:32])=[N:11][CH:12]=2)[CH:20]=[C:19]([O:21][CH3:22])[C:18]=1[CH2:23][N:24]1[CH2:29][CH2:28][CH2:27][CH2:26][CH2:25]1 |f:2.3|. Procedure: A degassed mixture of 6′-chloro-5-(3,5-dimethoxy-4-piperidin-1-ylmethylphenyl)-2-fluoro-[3,4]bipyridinyl-3′-ylamine (830 mg, 1.40 mmol), 1-methyl-4-(4,4,5,5-tetramethyl-1,3,2-dioxaborolan-2-yl)-1H-pyrazole (577 mg, 2.78 mmol), 1,1′-[bis(diphenylphosphino)ferrocene]dichloropalladium(II) (151 mg, 0.19 mmol) in 1N aqueous potassium fluoride solution (10 mL) and acetonitrile (6 mL) was heated under microwave irradiation at 100° C. for 20 minutes. The cooled reaction mixture was diluted with ethyl ac... The reactants are C1CCOC1, COCOc1ccc(C(C(=O)Nc2ccc(OCCN(C)C)cc2)=C(CCO[Si](C(C)C)(C(C)C)C(C)C)c2ccccc2)cc1, CCCC[N+](CCCC)(CCCC)CCCC, [F-], O. Yields the product COCOc1ccc(C(C(=O)Nc2ccc(OCCN(C)C)cc2)=C(CCO)c2ccccc2)cc1. RXN SMILES: [CH2:66]1[O:67][CH2:68][CH2:69][CH2:70]1.[CH3:1][N:2]([CH2:3][CH2:4][O:5][c:6]1[cH:7][cH:8][c:9]([NH:12][C:13]([C:14](=[C:15]([CH2:16][CH2:17][O:18][Si:19]([CH:20]([CH3:21])[CH3:22])([CH:23]([CH3:24])[CH3:25])[CH:26]([CH3:27])[CH3:28])[c:29]2[cH:30][cH:31][cH:32][cH:33][cH:34]2)[c:35]2[cH:36][cH:37][c:38]([O:41][CH2:42][O:43][CH3:44])[cH:39][cH:40]2)=[O:45])[cH:10][cH:11]1)[CH3:46].[CH3:48][CH2:49][CH2:50][CH2:51][N+:52]([CH2:53][CH2:54][CH2:55][CH3:56])([CH2:57][CH2:58][CH2:59][CH3:60])[CH2:61][CH2:62][CH2:63][CH3:64].[F-:47].[OH2:65]>>[CH3:1][N:2]([CH2:3][CH2:4][O:5][c:6]1[cH:7][cH:8][c:9]([NH:12][C:13]([C:14](=[C:15]([CH2:16][CH2:17][OH:18])[c:29]2[cH:30][cH:31][cH:32][cH:33][cH:34]2)[c:35]2[cH:36][cH:37][c:38]([O:41][CH2:42][O:43][CH3:44])[cH:39][cH:40]2)=[O:45])[cH:10][cH:11]1)[CH3:46]. The reactants are [Li]CCCC, C#CC(OCC)OCC, C1CCOC1, CCCCCC, CON(C)C(=O)C1CC1. The product is CCOC(C#CC(=O)C1CC1)OCC. RXN SMILES: [CH2:10]([Li:11])[CH2:12][CH2:13][CH3:14].[CH2:1]([CH3:2])[O:3][CH:4]([C:5]#[CH:6])[O:7][CH2:8][CH3:9].[CH2:30]1[O:31][CH2:32][CH2:33][CH2:34]1.[CH3:15][CH2:16][CH2:17][CH2:18][CH2:19][CH3:20].[CH3:21][O:22][N:23]([C:24](=[O:25])[CH:26]1[CH2:27][CH2:28]1)[CH3:29]>>[CH2:1]([CH3:2])[O:3][CH:4]([C:5]#[C:6][C:24](=[O:25])[CH:26]1[CH2:27][CH2:28]1)[O:7][CH2:8][CH3:9]. Starting materials: [S-]C#N.[NH4+] (ammonium thiocyanate), ClC(=O)OC1=CC=CC=C1 (phenyl chloroformate), S1C(=NN=C1)NN(C(OC1=CC=CC=C1)=O)C=S ((1,3,4-thiadiazol-2-ylamino)thioxomethyl carbamic acid, phenyl ester). The solvent is C(C)#N (acetonitrile). Reaction conditions: temperature 24 celsius, time 2 hour. Product: S1C(=NN=C1)NC(=S)NC(OC1=CC=CC=C1)=O ([(1,3,4-Thiadiazol-2-ylamino)thioxomethyl]carbamic acid, phenyl ester). RXN SMILES: [S-:1][C:2]#[N:3].[NH4+].Cl[C:6]([O:8][C:9]1[CH:14]=[CH:13][CH:12]=[CH:11][CH:10]=1)=[O:7].[S:15]1[CH:19]=[N:18][N:17]=[C:16]1[NH:20]N(C=S)C(=O)OC1C=CC=CC=1>C(#N)C>[S:15]1[CH:19]=[N:18][N:17]=[C:16]1[NH:20][C:2]([NH:3][C:6](=[O:7])[O:8][C:9]1[CH:14]=[CH:13][CH:12]=[CH:11][CH:10]=1)=[S:1] |f:0.1|. Procedure details: A solution of 3.8 g (50 mM) of ammonium thiocyanate in 100 ml of acetonitrile containing 7.8 g (50 mM) of phenyl chloroformate was stirred at 24° C. for one hour. The reaction mixture was filtered into a suspension of 6.88 g (50 mM) of 2-amino-1,3,4-thiadiazole hydrochloride in 75 ml of acetonitrile and 25 ml of propylene oxide. The reaction mixture was stirred for two hours at 24° C. and then filtered to provide a solid precipitate identified as 6.42 g of [(1,3,4-thiadiazol-2-ylamino)thioxometh... The product is CN1CCCN(c2ccc(C(N)=O)cc2)CC1. Starting materials: CN1CCCNCC1, NC(=O)c1ccc(F)cc1, NC(=O)c1ccccc1, O. RXN SMILES: [CH3:11][N:12]1[CH2:13][CH2:14][NH:15][CH2:16][CH2:17][CH2:18]1.[F:1][c:2]1[cH:3][cH:4][c:5]([C:6](=[O:7])[NH2:8])[cH:9][cH:10]1.[NH2:19][C:20]([c:21]1[cH:22][cH:23][cH:24][cH:25][cH:26]1)=[O:27].[OH2:28]>>[c:2]1([N:15]2[CH2:14][CH2:13][N:12]([CH3:11])[CH2:18][CH2:17][CH2:16]2)[cH:3][cH:4][c:5]([C:6](=[O:7])[NH2:8])[cH:9][cH:10]1. Reactants: BrC=1C=C2C(=NC1)SC(=N2)N (6-bromothiazolo[5,4-b]pyridin-2-amine), C(C)N=C=O (ethylisocyanate). Solvent: O1CCOCC1 (1,4-dioxane), O1CCOCC1 (1,4-dioxane). Conditions: temperature 80 celsius, time 2 hour. Product: BrC=1C=C2C(=NC1)SC(=N2)NC(=O)NCC (1-(6-bromothiazolo[5,4-b]pyridin-2-yl)-3-ethylurea). As a reaction SMILES: [Br:1][C:2]1[CH:3]=[C:4]2[N:10]=[C:9]([NH2:11])[S:8][C:5]2=[N:6][CH:7]=1.[CH2:12]([N:14]=[C:15]=[O:16])[CH3:13]>O1CCOCC1>[Br:1][C:2]1[CH:3]=[C:4]2[N:10]=[C:9]([NH:11][C:15]([NH:14][CH2:12][CH3:13])=[O:16])[S:8][C:5]2=[N:6][CH:7]=1. Procedure details: To a solution of 6-bromothiazolo[5,4-b]pyridin-2-amine IV (1.30 g, 5.55 mmol) in 1,4-dioxane (20.0 mL) was added ethylisocyanate (2.19 mL, 27.07 mmol) and the resulting reaction mixture was heated to 80° C. for 8 h. After the completion of the reaction (TLC monitoring), 1,4-dioxane was distilled off followed by co-distillation with n-hexane (2 times). The residue was then stirred with water at 90° C. for 2 h followed by filtration to obtain the desired product that was further washed with hot wa... Starting materials: FC1=CC=C(C=C1)NC1=NC(=CC(=N1)N1C(C2=CC=CC=C2CC1)C)C (2-(4-Fluorophenylamino)-6-methyl-4-(1-methyl-1,2,3,4-tetrahydroisoquino-line-2-yl)pyrimidine), COCCl (chloromethyl methyl ether). Run in C(C)OCC (ethyl ether). Run at temperature 80 celsius, time 1 day. The product is Cl.FC1=CC=C(C=C1)NC1=NC(=C(C(=N1)N1C(C2=CC=CC=C2CC1)C)COC)C (2-(4-Fluorophenylamino)-5-methoxymethyl-6-methyl-4-(1-methyl-1,2,3,4-tetrahydroisoquinoline-2-yl)pyrimidine hydrochloride). Isolated yield 0.1%. Reaction SMILES: [F:1][C:2]1[CH:7]=[CH:6][C:5]([NH:8][C:9]2[N:14]=[C:13]([N:15]3[CH2:24][CH2:23][C:22]4[C:17](=[CH:18][CH:19]=[CH:20][CH:21]=4)[CH:16]3[CH3:25])[CH:12]=[C:11]([CH3:26])[N:10]=2)=[CH:4][CH:3]=1.[CH3:27][O:28][CH2:29][Cl:30]>C(OCC)C>[ClH:30].[F:1][C:2]1[CH:7]=[CH:6][C:5]([NH:8][C:9]2[N:14]=[C:13]([N:15]3[CH2:24][CH2:23][C:22]4[C:17](=[CH:18][CH:19]=[CH:20][CH:21]=4)[CH:16]3[CH3:25])[C:12]([CH2:27][O:28][CH3:29])=[C:11]([CH3:26])[N:10]=2)=[CH:4][CH:3]=1 |f:3.4|. Procedure: 2-(4-Fluorophenylamino)-6-methyl-4-(1-methyl-1,2,3,4-tetrahydroisoquino-line-2-yl)pyrimidine (0.9 g, 2.58 mmol) was added to chloromethyl methyl ether (3 ml) in a sealed tube. The mixture was stirred at 80° C. for 1 day. After cooling to room temperature, ethyl ether was added to mixture. Resulting solid was removed by filtration. Filtrate was washed with aqueous 2N NaOH solution, dried over sodium sulfate, and concentrated under reduced pressure. Crude product was purified with a silica gel col...